From a dataset of the Open Reaction Database (ORD), a public repository of structured organic reaction records. describe an organic reaction: reactants, conditions, products, and yield Reactants: C(C)(=O)OCC (Ethyl acetate), NC=1C=C(C=CC1)C1=NN2C(C=CC=C2NC2CCCC2)=C1C1=NC(=NC=C1)NC1CCCC1 (2-(3-aminophenyl)-N-cyclopentyl-3-[2-(cyclopentylamino)-4-pyrimidinyl]pyrazolo[1,5-a]pyridin-7-amine), CS(=O)(=O)Cl (methanesulfonyl chloride), N1=CC=CC=C1 (pyridine). The solvent is O (water), CN(C=O)C (N,N-dimethylformamide). Run at temperature 0 celsius, time 18 hour. Product: C1(CCCC1)NC1=CC=CC=2N1N=C(C2C2=NC(=NC=C2)NC2CCCC2)C=2C=C(C=CC2)NS(=O)(=O)C (N-(3-{7-(cyclopentylamino)-3-[2-(cyclopentylamino)-4-pyrimidinyl]pyrazolo[1,5-a]pyridin-2-yl}phenyl)methanesulfonamide). The yield is 96.0%. As a reaction SMILES: [NH2:1][C:2]1[CH:3]=[C:4]([C:8]2[C:22]([C:23]3[CH:28]=[CH:27][N:26]=[C:25]([NH:29][CH:30]4[CH2:34][CH2:33][CH2:32][CH2:31]4)[N:24]=3)=[C:11]3[CH:12]=[CH:13][CH:14]=[C:15]([NH:16][CH:17]4[CH2:21][CH2:20][CH2:19][CH2:18]4)[N:10]3[N:9]=2)[CH:5]=[CH:6][CH:7]=1.N1C=CC=CC=1.[CH3:41][S:42](Cl)(=[O:44])=[O:43].C(OCC)(=O)C>CN(C)C=O.O>[CH:17]1([NH:16][C:15]2[N:10]3[N:9]=[C:8]([C:4]4[CH:3]=[C:2]([NH:1][S:42]([CH3:41])(=[O:44])=[O:43])[CH:7]=[CH:6][CH:5]=4)[C:22]([C:23]4[CH:28]=[CH:27][N:26]=[C:25]([NH:29][CH:30]5[CH2:31][CH2:32][CH2:33][CH2:34]5)[N:24]=4)=[C:11]3[CH:12]=[CH:13][CH:14]=2)[CH2:21][CH2:20][CH2:19][CH2:18]1. Procedure details: To a suspension of 2-(3-aminophenyl)-N-cyclopentyl-3-[2-(cyclopentylamino)-4-pyrimidinyl]pyrazolo[1,5-a]pyridin-7-amine (150, mg, 0.33 mmol) in N,N-dimethylformamide (5 mL) was added pyridine (40 μL, 0.49 mmol). The reaction mixture was cooled to 0° C. under nitrogen, then methanesulfonyl chloride (28 μL, 0.36 mmol) was added dropwise. After stirring at room temperature for 18 hours, the reaction mixture turned clear. Ethyl acetate and water were added and the phases separated. The organic phase...